From a dataset of the Open Reaction Database (ORD), a public repository of structured organic reaction records. describe an organic reaction: reactants, conditions, products, and yield Starting materials: [OH-].[K+] (potassium hydroxide), C(CCCC)OC=1C=C(C(=O)OCCCCC)C=CC1OCCCCC (Pentyl 3,4-dipentyloxybenzoate), Cl (hydrochloric acid). Run in CO (methanol). Yields the product C(CCCC)OC=1C=C(C(=O)O)C=CC1OCCCCC (3,4-dipentyloxybenzoic acid). Isolated yield 69.6%. Reaction SMILES: [CH2:1]([O:6][C:7]1[CH:8]=[C:9]([CH:18]=[CH:19][C:20]=1[O:21][CH2:22][CH2:23][CH2:24][CH2:25][CH3:26])[C:10]([O:12]CCCCC)=[O:11])[CH2:2][CH2:3][CH2:4][CH3:5].[OH-].[K+].Cl>CO>[CH2:1]([O:6][C:7]1[CH:8]=[C:9]([CH:18]=[CH:19][C:20]=1[O:21][CH2:22][CH2:23][CH2:24][CH2:25][CH3:26])[C:10]([OH:12])=[O:11])[CH2:2][CH2:3][CH2:4][CH3:5] |f:1.2|. Reported procedure: Pentyl 3,4-dipentyloxybenzoate (911 mg, 2.50 mmol) was dissolved in methanol (15.0 ml). To this solution was added a 1N aqueous potassium hydroxide solution (7.5 ml, 7.5 mmol, 3 eq), and the mixture was stirred with reflux for 5 hours. A 3N aqueous hydrochloric acid solution was added to this reaction mixture to make the same acidic (pH <2). The mixture was extracted with chloroform (20 ml×3). The organic layer was washed with saturated brine (20 ml). The organic layer was d ried over anhydrous ... The reactants are C[Si](O[C@H](COC1=CC=CC=2N=CNC21)CN)(C(C)(C)C)C ((S)-4-[2-(Dimethyl tert-butylsilyl)oxy-3-aminopropoxy]benzimidazole), [F-].C(CCC)[N+](CCCC)(CCCC)CCCC (Tetrabutylammonium fluoride). Run in C1CCOC1 (THF). Run at temperature 0 celsius, time 4 hour. Yields the product O[C@H](COC1=CC=CC=2N=CNC21)CN ((S)-4-[2-Hydroxy-3-aminopropoxy]benzimidazole). RXN SMILES: C[Si](C)(C(C)(C)C)[O:3][C@@H:4]([CH2:16][NH2:17])[CH2:5][O:6][C:7]1[C:15]2[NH:14][CH:13]=[N:12][C:11]=2[CH:10]=[CH:9][CH:8]=1.[F-].C([N+](CCCC)(CCCC)CCCC)CCC>C1COCC1>[OH:3][C@@H:4]([CH2:16][NH2:17])[CH2:5][O:6][C:7]1[C:15]2[NH:14][CH:13]=[N:12][C:11]=2[CH:10]=[CH:9][CH:8]=1 |f:1.2|. Procedure: (S)-4-[2-(Dimethyl tert-butylsilyl)oxy-3-aminopropoxy]benzimidazole (10 mg, 31 mmol) was dissolved in THF (1 mL) and the mixture cooled to 0° C. Tetrabutylammonium fluoride (1 mL, 1.0M solution in THF) was added. The reaction stirred at this temperature for 4 hours. The reaction was quenched by addition of water. Evaporation of the aqueous layer provided the desired alcohol. NMR. MS.